Dataset: the Open Reaction Database (ORD), a public repository of structured organic reaction records. Task: describe an organic reaction: reactants, conditions, products, and yield Conditions: temperature 80 celsius, time 12 hour. Isolated yield 40.0%. Starting materials: O=C(OCC)C=1C=CC=2NC=CC2C1. The reagents and catalysts are O1B(OC(C)(C)C1(C)C)B2OC(C)(C)C(O2)(C)C, O=C1C=CC=2C=CC=C(C3=CN=C(C=C3)C=4N=CC=CC4)C2N1, C[OH2+].C[OH2+].C1CC=CCCC=C1.C1CC=CCCC=C1.[Ir].[Ir]. Product: O=C(OCC)C=1C=CC=2NC(=CC2C1)B3OC(C)(C)C(O3)(C)C. The solvent is O1CCCC1. Starting materials: O=C([O-])[O-], CN1C(=O)C2(CCNCC2)c2ccccc21, CN(C)C=O, [I-], [K+], [K+], [K+], ClCCOc1ccccc1, O. Yields the product Cl, CN1C(=O)C2(CCN(CCOc3ccccc3)CC2)c2ccccc21. As a reaction SMILES: [C:27](=[O:28])([O-:29])[O-:30].[CH3:11][N:12]1[C:13](=[O:26])[C:14]2([CH2:15][CH2:16][NH:17][CH2:18][CH2:19]2)[c:20]2[cH:21][cH:22][cH:23][cH:24][c:25]21.[CH3:36][N:37]([CH3:38])[CH:39]=[O:40].[I-:34].[K+:31].[K+:32].[K+:33].[O:1]([c:2]1[cH:3][cH:4][cH:5][cH:6][cH:7]1)[CH2:8][CH2:9][Cl:10].[OH2:35]>>[ClH:10].[O:1]([c:2]1[cH:3][cH:4][cH:5][cH:6][cH:7]1)[CH2:8][CH2:9][N:17]1[CH2:16][CH2:15][C:14]2([C:13](=[O:26])[N:12]([CH3:11])[c:25]3[c:20]2[cH:21][cH:22][cH:23][cH:24]3)[CH2:19][CH2:18]1. Starting materials: BrC=1C=CC(=C(NC)C1)[N+](=O)[O-] (5-bromo-N-methyl-2-nitroaniline). Procedure: An orange solution consisting of 5-bromo-N-methyl-2-nitroaniline (1-2, 10.5 g, 45.4 mmol) in Acetic acid (200 ml) was treated with Zinc dust (8.92 g, 136 mmol, 3.0 eq), generating a mild exotherm. The cloudy maroon reaction mixture was capped and stirred for 20 min. The reaction was >80% complete, so an additional amount of Zinc dust (1.0 g, 16 mmol, 0.35 eq) was added and the reaction was stirred for 15 min. LC/MS showed complete reduction, so the reaction mixture was filtered through Celite an... Run at time 20 minute. The product is BrC=1C=C(C(=CC1)N)NC (4-bromo-N2-methylbenzene-1,2-diamine). RXN SMILES: [Br:1][C:2]1[CH:3]=[CH:4][C:5]([N+:10]([O-])=O)=[C:6]([CH:9]=1)[NH:7][CH3:8]>C(O)(=O)C.[Zn]>[Br:1][C:2]1[CH:9]=[C:6]([NH:7][CH3:8])[C:5]([NH2:10])=[CH:4][CH:3]=1. The solvent is C(C)(=O)O (Acetic acid). Reagents/catalysts: [Zn] (Zinc), [Zn] (Zinc).